From a dataset of the Open Reaction Database (ORD), a public repository of structured organic reaction records. describe an organic reaction: reactants, conditions, products, and yield The reactants are CCO, Nc1ccccc1C1(O)CC(C2CC2)C1, O=S(=O)(O)O. Yields the product Nc1ccccc1C1CC(C2CC2)C1. As a reaction SMILES: [CH3:21][CH2:22][OH:23].[NH2:1][c:2]1[c:3]([C:8]2([OH:15])[CH2:9][CH:10]([CH:12]3[CH2:13][CH2:14]3)[CH2:11]2)[cH:4][cH:5][cH:6][cH:7]1.[S:16](=[O:17])(=[O:18])([OH:19])[OH:20]>>[NH2:1][c:2]1[c:3]([CH:8]2[CH2:9][CH:10]([CH:12]3[CH2:13][CH2:14]3)[CH2:11]2)[cH:4][cH:5][cH:6][cH:7]1. The reactants are ClC=1C=CC(=NC1)N=C=S (5-chloro-2-pyridyl isothiocyanate). Run in C(C)#N (acetonitrile). Reaction conditions: time 3 day. The product is ClC=1C=CC=2N(C(N(C(N2)=S)C2=NC=C(C=C2)Cl)=S)C1 (7-chloro-3-(5-chloro-2-pyridyl) pyrido-(1,2-a) 1,3,5-triazine-2,4-dithione). RXN SMILES: [Cl:1][C:2]1[CH:3]=[CH:4][C:5]([N:8]=[C:9]=[S:10])=[N:6][CH:7]=1>C(#N)C>[Cl:1][C:2]1[CH:3]=[CH:4][C:5]2[N:6]([CH:7]=1)[C:9](=[S:10])[N:8]([C:5]1[CH:4]=[CH:3][C:2]([Cl:1])=[CH:7][N:6]=1)[C:9](=[S:10])[N:8]=2. Reported procedure: 1.1 G. of freshly distilled 5-chloro-2-pyridyl isothiocyanate is dissolved in 5 ml. acetonitrile and allowed to stand at room temperature for 3 days. The reaction mixture is filtered and the solid material washed with acetonitrile affording 7-chloro-3-(5-chloro-2-pyridyl) pyrido-(1,2-a) 1,3,5-triazine-2,4-dithione m.p. 131°-132° C. Procedure details: Under argon, 2-(6-methoxy-3-nitropyridin-2-yl)acetonitrile (500 mg, 2.59 mmol) was dissolved in acetonitrile (11 mL) in a flame dried round-bottom flask. Two equivalents of anhydrous potassium carbonate (0.72 g, 5.18 mmol) were added to this solution, and methyl 2-bromoacetate (245 μL, 2.59 mmol) was introduced dropwise. The reaction mixture was stirred at room temperature until the starting materials were consumed, approximately four hours. The crude material was combined with CH2Cl2 and inorga... The product is C(#N)C(CC(=O)OC)C1=NC(=CC=C1[N+](=O)[O-])OC (methyl 3-cyano-3-(6-methoxy-3-nitropyridin-2-yl)propanoate). Reactants: C([O-])([O-])=O.[K+].[K+] (potassium carbonate), BrCC(=O)OC (methyl 2-bromoacetate), COC1=CC=C(C(=N1)CC#N)[N+](=O)[O-] (2-(6-methoxy-3-nitropyridin-2-yl)acetonitrile). The solvent is C(C)#N (acetonitrile). As a reaction SMILES: [CH3:1][O:2][C:3]1[N:8]=[C:7]([CH2:9][C:10]#[N:11])[C:6]([N+:12]([O-:14])=[O:13])=[CH:5][CH:4]=1.C(=O)([O-])[O-].[K+].[K+].Br[CH2:22][C:23]([O:25][CH3:26])=[O:24]>C(#N)C>[C:10]([CH:9]([C:7]1[C:6]([N+:12]([O-:14])=[O:13])=[CH:5][CH:4]=[C:3]([O:2][CH3:1])[N:8]=1)[CH2:22][C:23]([O:25][CH3:26])=[O:24])#[N:11] |f:1.2.3|. Reactants: CCO, CC(=O)Nc1cc([N+](=O)[O-])ccc1OCCCN. Product: CC(=O)Nc1cc(N)ccc1OCCCN. Reaction SMILES: [CH3:19][CH2:20][OH:21].[NH2:1][CH2:2][CH2:3][CH2:4][O:5][c:6]1[c:7]([NH:15][C:16]([CH3:17])=[O:18])[cH:8][c:9]([N+:12]([O-:13])=[O:14])[cH:10][cH:11]1>>[NH2:1][CH2:2][CH2:3][CH2:4][O:5][c:6]1[c:7]([NH:15][C:16]([CH3:17])=[O:18])[cH:8][c:9]([NH2:12])[cH:10][cH:11]1. Starting materials: Cl[Si](C)(C)C (chlorotrimethylsilane), [Li]CCCC (nBuLi), [Cl-].[Li+] (lithium chloride), [Cl-].[Li+] (lithium chloride), [Li]CCCC (nBuLi), Cl[Si](C)(C)C (chlorotrimethylsilane), COC(CN)OC (aminoacetaldehyde dimethylacetal). Run in O1CCCC1 (tetrahydrofuran). Conditions: temperature -78 celsius, time 15 minute. Yields the product N([Si](C)(C)C)([Si](C)(C)C)CC(OC)OC ((Me3Si)2NCH2CH(OMe)2). Isolated yield 128.3%. As a reaction SMILES: [CH3:1][O:2][CH:3]([O:6][CH3:7])[CH2:4][NH2:5].[Li]CCCC.Cl[Si:14]([CH3:17])([CH3:16])[CH3:15].[Cl-].[Li+]>O1CCCC1>[N:5]([CH2:4][CH:3]([O:6][CH3:7])[O:2][CH3:1])([Si:14]([CH3:17])([CH3:16])[CH3:15])[Si:14]([CH3:17])([CH3:16])[CH3:15] |f:3.4|. Procedure details: Under a nitrogen atmosphere, 5.25 g (0.05 moles) of aminoacetaldehyde dimethylacetal were dissolved in 50 ml of dry tetrahydrofuran and cooled to −78° C. 20 ml of 2.5M nBuLi (0.05 moles) were then added over 5 minutes with stirring. The mixture was then stirred for 15 minutes at −78 C then allowed to slowly warm to room temperature. 6.3 ml (0.05 moles) of chlorotrimethylsilane were then added over 20 minutes and the reaction allowed to stir for an additional 30 minutes. During this addition the ... The reactants are O=C([O-])[O-], COCCCl, CN(C)C=O, [K+], [K+], c1ccc2[nH]cnc2c1. Yields the product COCCn1cnc2ccccc21. RXN SMILES: [C:15](=[O:16])([O-:17])[O-:18].[CH3:10][O:11][CH2:12][CH2:13][Cl:14].[CH3:21][N:22]([CH3:23])[CH:24]=[O:25].[K+:19].[K+:20].[n:1]1[cH:2][nH:3][c:4]2[c:5]1[cH:6][cH:7][cH:8][cH:9]2>>[n:1]1([CH2:13][CH2:12][O:11][CH3:10])[cH:2][n:3][c:4]2[c:5]1[cH:6][cH:7][cH:8][cH:9]2.